This data is from the Open Reaction Database (ORD), a public repository of structured organic reaction records. The task is: describe an organic reaction: reactants, conditions, products, and yield Reactants: [Cl-].COC.C1(=CC=CC=C1)P(C1=CC=CC=C1)C1=CC=CC=C1 (triphenylphosphine methoxymethane chloride), [Li+].C[Si](C)(C)[N-][Si](C)(C)C (LiHMDS), C1(CCC1)C1=NN=C(O1)NC=1C=CC(=NC1)C1=CC=C(C=C1)C12OCC(CC1)(CC2)C=O (1-(4-(5-((5-cyclobutyl-1,3,4-oxadiazol-2-yl)amino)pyridin-2-yl)phenyl)-2-oxabicyclo[2.2.2]octane-4-carbaldehyde). Solvent: O1CCCC1 (tetrahydrofuran). Run at temperature 0 celsius, time 30 minute. Product: C1(CCC1)C1=NN=C(O1)NC=1C=NC(=CC1)C1=CC=C(C=C1)C12OCC(CC1)(CC2)C=COC (5-cyclobutyl-N-(6-(4-(4-(2-methoxyvinyl)-2-oxabicyclo[2.2.2]octan-1-yl)phenyl)pyridin-3-yl)-1,3,4-oxadiazol-2-amine). Isolated yield 31.2%. Reaction SMILES: [Cl-].[CH3:2][O:3][CH3:4].C1(P(C2C=CC=CC=2)C2C=CC=CC=2)C=CC=CC=1.[Li+].C[Si]([N-][Si](C)(C)C)(C)C.[CH:34]1([C:38]2[O:42][C:41]([NH:43][C:44]3[CH:45]=[CH:46][C:47]([C:50]4[CH:55]=[CH:54][C:53]([C:56]56[CH2:63][CH2:62][C:59]([CH:64]=O)([CH2:60][CH2:61]5)[CH2:58][O:57]6)=[CH:52][CH:51]=4)=[N:48][CH:49]=3)=[N:40][N:39]=2)[CH2:37][CH2:36][CH2:35]1>O1CCCC1>[CH:34]1([C:38]2[O:42][C:41]([NH:43][C:44]3[CH:49]=[N:48][C:47]([C:50]4[CH:55]=[CH:54][C:53]([C:56]56[CH2:63][CH2:62][C:59]([CH:64]=[CH:2][O:3][CH3:4])([CH2:60][CH2:61]5)[CH2:58][O:57]6)=[CH:52][CH:51]=4)=[CH:46][CH:45]=3)=[N:40][N:39]=2)[CH2:35][CH2:36][CH2:37]1 |f:0.1.2,3.4|. Reported procedure: To a stirred suspension of triphenylphosphine methoxymethane chloride (28.7 mg, 0.084 mmol) in tetahydrofuran (1 ml) was flushed with nitrogen for three times and at 0° C., and was added LiHMDS (0.079 ml, 0.084 mmol). The reddish solution was stirred at 0° C. for 30 minutes, and then at −78° C., a solution of 1-(4-(5-((5-cyclobutyl-1,3,4-oxadiazol-2-yl)amino)pyridin-2-yl)phenyl)-2-oxabicyclo[2.2.2]octane-4-carbaldehyde (30 mg, 0.070 mmol) in tetrahydrofuran (0.7 ml) was added dropwise. The mixtu... The reactants are C[Si](C)(C)[N-][Si](C)(C)C, O=C(Cl)Oc1ccc([N+](=O)[O-])cc1, [Li+], C1CCOC1, O=c1cc(-c2ccncn2)nc2n1CCCCC2. Yields the product O=C(Oc1ccc([N+](=O)[O-])cc1)C1CCCCn2c1nc(-c1ccncn1)cc2=O. Reaction SMILES: [CH3:19][Si:20]([N-:21][Si:22]([CH3:23])([CH3:24])[CH3:25])([CH3:26])[CH3:27].[Cl:29][C:30](=[O:31])[O:32][c:33]1[cH:34][cH:35][c:36]([N+:39](=[O:40])[O-:41])[cH:37][cH:38]1.[Li+:28].[O:42]1[CH2:43][CH2:44][CH2:45][CH2:46]1.[n:1]1[cH:2][n:3][c:4](-[c:7]2[n:8][c:9]3[n:10]([c:16](=[O:18])[cH:17]2)[CH2:11][CH2:12][CH2:13][CH2:14][CH2:15]3)[cH:5][cH:6]1>>[n:1]1[cH:2][n:3][c:4](-[c:7]2[n:8][c:9]3[n:10]([c:16](=[O:18])[cH:17]2)[CH2:11][CH2:12][CH2:13][CH2:14][CH:15]3[C:30](=[O:31])[O:32][c:33]2[cH:34][cH:35][c:36]([N+:39](=[O:40])[O-:41])[cH:37][cH:38]2)[cH:5][cH:6]1. The reactants are BrCc1ccccc1, Cc1cc(O)ccc1Br, C1CCOC1, [H-], [Na+]. Yields the product Cc1cc(OCc2ccccc2)ccc1Br. RXN SMILES: [Br:12][CH2:13][c:14]1[cH:15][cH:16][cH:17][cH:18][cH:19]1.[Br:1][c:2]1[c:3]([CH3:9])[cH:4][c:5]([OH:8])[cH:6][cH:7]1.[CH2:20]1[O:21][CH2:22][CH2:23][CH2:24]1.[H-:11].[Na+:10]>>[Br:1][c:2]1[c:3]([CH3:9])[cH:4][c:5]([O:8][CH2:13][c:14]2[cH:15][cH:16][cH:17][cH:18][cH:19]2)[cH:6][cH:7]1.